Dataset: the Open Reaction Database (ORD), a public repository of structured organic reaction records. Task: describe an organic reaction: reactants, conditions, products, and yield Reactants: ClCCl, COC(=O)CCc1ccc([SH](Cc2cccc3cn[nH]c23)c2ccc(C(F)(F)F)cc2)cc1C, CO, [Na+], [OH-], O. Product: Cc1cc([SH](Cc2cccc3cn[nH]c23)c2ccc(C(F)(F)F)cc2)ccc1CCC(=O)O. RXN SMILES: [CH2:38]([Cl:39])[Cl:40].[CH3:3][c:4]1[c:5]([CH2:31][CH2:32][C:33](=[O:34])[O:35][CH3:36])[cH:6][cH:7][c:8]([SH:10]([c:11]2[cH:12][cH:13][c:14]([C:17]([F:18])([F:19])[F:20])[cH:15][cH:16]2)[CH2:21][c:22]2[cH:23][cH:24][cH:25][c:26]3[cH:27][n:28][nH:29][c:30]23)[cH:9]1.[CH3:41][OH:42].[Na+:2].[OH-:1].[OH2:37]>>[CH3:3][c:4]1[c:5]([CH2:31][CH2:32][C:33](=[O:34])[OH:35])[cH:6][cH:7][c:8]([SH:10]([c:11]2[cH:12][cH:13][c:14]([C:17]([F:18])([F:19])[F:20])[cH:15][cH:16]2)[CH2:21][c:22]2[cH:23][cH:24][cH:25][c:26]3[cH:27][n:28][nH:29][c:30]23)[cH:9]1. The reactants are BrC=1C=C(C=CC1)C1=NC(=CC(=C1)C1=CC=C(C=C1)C(F)(F)F)C(F)(F)F (2-(3-bromo-phenyl)-6-trifluoromethyl-4-(4-trifluoromethyl-phenyl)-pyridine), NC1=NC=C(C=N1)B1OC(C(O1)(C)C)(C)C (2-amino-5-(4,4,5,5-tetramethyl-1,3,2-dioxaborolan-2-yl)pyrimidine). As a reaction SMILES: Br[C:2]1[CH:3]=[C:4]([C:8]2[CH:13]=[C:12]([C:14]3[CH:19]=[CH:18][C:17]([C:20]([F:23])([F:22])[F:21])=[CH:16][CH:15]=3)[CH:11]=[C:10]([C:24]([F:27])([F:26])[F:25])[N:9]=2)[CH:5]=[CH:6][CH:7]=1.[NH2:28][C:29]1[N:34]=[CH:33][C:32](B2OC(C)(C)C(C)(C)O2)=[CH:31][N:30]=1>>[F:25][C:24]([F:27])([F:26])[C:10]1[N:9]=[C:8]([C:4]2[CH:3]=[C:2]([C:32]3[CH:31]=[N:30][C:29]([NH2:28])=[N:34][CH:33]=3)[CH:7]=[CH:6][CH:5]=2)[CH:13]=[C:12]([C:14]2[CH:19]=[CH:18][C:17]([C:20]([F:23])([F:22])[F:21])=[CH:16][CH:15]=2)[CH:11]=1. Procedure details: The title compound was prepared from 2-(3-bromo-phenyl)-6-trifluoromethyl-4-(4-trifluoromethyl-phenyl)-pyridine (example E.81) (0.20 g, 0.45 mmol) and commercially available 2-amino-5-(4,4,5,5-tetramethyl-1,3,2-dioxaborolan-2-yl)pyrimidine (0.109 g, 0.49 mmol) according to the general procedure VI. Obtained as a light yellow solid (0.160 g, 77%). MS (ISP) 461.2 [(M+H)+]; mp 260° C. The product is FC(C1=CC(=CC(=N1)C=1C=C(C=CC1)C=1C=NC(=NC1)N)C1=CC=C(C=C1)C(F)(F)F)(F)F (5-{3-[6-Trifluoromethyl-4-(4-trifluoromethyl-phenyl)-pyridin-2-yl]-phenyl}-pyrimidin-2-ylamine), solid. Isolated yield 77.0%. The reactants are CS(=O)C=1N=NC(=CC1)N1CCC(CC1)OC1=C(C=CC=C1)C(F)(F)F (3-(methylsulfinyl)-6-{4-[2-(trifluoromethyl)phenoxy]piperidin-1-yl}pyridazine), CC(=O)[O-].[Na+] (NaOAc), [OH-].[Na+] (NaOH), SO2Cl2, C(C=1C(C(=O)[O-])=CC=CC1)(=O)O[O-].[Mg+2] (magnesium monoperoxyphthalate), N (NH3). Solvent: O (water), CC(=O)OC(=O)C (Ac2O). Conditions: temperature 140 celsius, time 16 hour. Product: FC(C1=C(OC2CCN(CC2)C2=CC=C(N=N2)S(=O)(=O)N)C=CC=C1)(F)F (6-{4-[2-(Trifluoromethyl)phenoxy]piperidin-1-yl}pyridazine-3-sulfonamide). RXN SMILES: C[S:2]([C:4]1[N:5]=[N:6][C:7]([N:10]2[CH2:15][CH2:14][CH:13]([O:16][C:17]3[CH:22]=[CH:21][CH:20]=[CH:19][C:18]=3[C:23]([F:26])([F:25])[F:24])[CH2:12][CH2:11]2)=[CH:8][CH:9]=1)=[O:3].CC([O-])=O.[Na+].C(O[O-])(=O)C1C(=CC=CC=1)C([O-])=O.[Mg+2].[OH-:46].[Na+].[NH3:48]>CC(OC(C)=O)=O.O>[F:24][C:23]([F:25])([F:26])[C:18]1[CH:19]=[CH:20][CH:21]=[CH:22][C:17]=1[O:16][CH:13]1[CH2:12][CH2:11][N:10]([C:7]2[N:6]=[N:5][C:4]([S:2]([NH2:48])(=[O:46])=[O:3])=[CH:9][CH:8]=2)[CH2:15][CH2:14]1 |f:1.2,3.4,5.6|. Reported procedure: A mixture of 3-(methylsulfinyl)-6-{4-[2-(trifluoromethyl)phenoxy]piperidin-1-yl}pyridazine (550 mg, 1.42 mmol) in Ac2O (5 mL) and NaOAc (582 mg, 4.3 mmol) was heated at 140° C. for 2 h. The volatiles were evaporated and the residue was dissolved and re-evaporated with (3×5 mL) of benzene. The product was dried under high vacuum and dissolved in CH2Cl2/MeOH (2:1, 7 mL) followed by addition of magnesium monoperoxyphthalate (1.0 g, 1.72 mmol). The reaction mixture was stirred for 16 h after which i... The reactants are C1CCOC1, C[S+](C)(C)=O, O=C1Nc2ccc(F)cc2C1=Cc1ccc2c(I)n[nH]c2c1, [H-], [I-], [Na+]. Yields the product O=C1Nc2ccc(F)cc2C12CC2c1ccc2c(I)n[nH]c2c1. Reaction SMILES: [CH2:31]1[O:32][CH2:33][CH2:34][CH2:35]1.[CH3:2][S+:3]([CH3:4])([CH3:5])=[O:6].[F:9][c:10]1[cH:11][c:12]2[c:16]([cH:17][cH:18]1)[NH:15][C:14](=[O:19])[C:13]2=[CH:20][c:21]1[cH:22][cH:23][c:24]2[c:25]([I:30])[n:26][nH:27][c:28]2[cH:29]1.[H-:7].[I-:1].[Na+:8]>>[CH2:2]1[C:13]2([c:12]3[cH:11][c:10]([F:9])[cH:18][cH:17][c:16]3[NH:15][C:14]2=[O:19])[CH:20]1[c:21]1[cH:22][cH:23][c:24]2[c:25]([I:30])[n:26][nH:27][c:28]2[cH:29]1. Starting materials: C(C)(C)(C)OC(=O)N1C(C2=CC=CC=C2C1)C1=C(C=CC(=C1)Cl)OCC=C ((±)-1-(2-allyloxy-5-chloro-phenyl)-1,3-dihydro-isoindole-2-carboxylic acid tert-butyl ester), CN1C(=O)N(C(=O)CC1=O)C (1,3-dimethylbarbituric acid). Reagents/catalysts: [Pd].C1(=CC=CC=C1)P(C1=CC=CC=C1)C1=CC=CC=C1.C1(=CC=CC=C1)P(C1=CC=CC=C1)C1=CC=CC=C1.C1(=CC=CC=C1)P(C1=CC=CC=C1)C1=CC=CC=C1.C1(=CC=CC=C1)P(C1=CC=CC=C1)C1=CC=CC=C1 (tetrakis(triphenylphosphine) palladium (0)). Solvent: CO (MeOH). The product is C1NCC2=CC=CC=C12 (isoindoline). As a reaction SMILES: C(OC([N:8]1[CH2:16][C:15]2[C:10](=[CH:11][CH:12]=[CH:13][CH:14]=2)[CH:9]1C1C=C(Cl)C=CC=1OCC=C)=O)(C)(C)C.CN1C(=O)CC(=O)N(C)C1=O>CO.[Pd].C1(P(C2C=CC=CC=2)C2C=CC=CC=2)C=CC=CC=1.C1(P(C2C=CC=CC=2)C2C=CC=CC=2)C=CC=CC=1.C1(P(C2C=CC=CC=2)C2C=CC=CC=2)C=CC=CC=1.C1(P(C2C=CC=CC=2)C2C=CC=CC=2)C=CC=CC=1>[CH2:9]1[C:10]2[C:15](=[CH:14][CH:13]=[CH:12][CH:11]=2)[CH2:16][NH:8]1 |f:3.4.5.6.7|. Reported procedure: A mixture under N2 of (±)-1-(2-allyloxy-5-chloro-phenyl)-1,3-dihydro-isoindole-2-carboxylic acid tert-butyl ester (10.35 g, 26.8 mmol, 1.00 eq.), 1,3-dimethylbarbituric acid (8.38 g, 53.6 mmol, 2.00 eq.) and tetrakis(triphenylphosphine) palladium (0) (1.55 g, 1.34 mmol, 0.05 eq.) in MeOH (300 mL) was stirred at r.t. for 5 hours. The mixture was partitioned between AcOEt (250 mL) and water (250 mL). The layers were separated and the aq. phase was extracted with AcOEt (2×100 mL). The comb. org. ph... Reactants: O=C(O)c1cc(Br)c(F)c(F)c1Nc1ccccc1F, C1CCOC1, C[Si](C)(C)C=[N+]=[N-], CO. Product: COC(=O)c1cc(Br)c(F)c(F)c1Nc1ccccc1F. RXN SMILES: [Br:1][c:2]1[c:3]([F:20])[c:4]([F:19])[c:5]([NH:11][c:12]2[c:13]([F:18])[cH:14][cH:15][cH:16][cH:17]2)[c:6]([C:7](=[O:8])[OH:9])[cH:10]1.[CH2:28]1[O:29][CH2:30][CH2:31][CH2:32]1.[CH3:21][Si:22]([CH:23]=[N+:24]=[N-:25])([CH3:26])[CH3:27].[CH3:33][OH:34]>>[Br:1][c:2]1[c:3]([F:20])[c:4]([F:19])[c:5]([NH:11][c:12]2[c:13]([F:18])[cH:14][cH:15][cH:16][cH:17]2)[c:6]([C:7](=[O:8])[O:9][CH3:21])[cH:10]1. The reactants are C(=O)(OCC1=CC=CC=C1)N1CC(CC1)O ((racemic)-N-carbobenzyloxy-3-pyrrolidinol), CI (methyl iodide). Reagents/catalysts: [Ag]=O (silver oxide). Run in CCOCC (ether), CN(C=O)C (dimethylformamide). Run at time 2 day. The product is C(=O)(OCC1=CC=CC=C1)N1CC(CC1)OC ((racemic)-N-carbobenzyloxy-3-methoxypyrrolidine). Reaction SMILES: [C:1]([N:11]1[CH2:15][CH2:14][CH:13]([OH:16])[CH2:12]1)([O:3][CH2:4][C:5]1[CH:10]=[CH:9][CH:8]=[CH:7][CH:6]=1)=[O:2].[CH3:17]I>CN(C)C=O.CCOCC.[Ag]=O>[C:1]([N:11]1[CH2:15][CH2:14][CH:13]([O:16][CH3:17])[CH2:12]1)([O:3][CH2:4][C:5]1[CH:10]=[CH:9][CH:8]=[CH:7][CH:6]=1)=[O:2]. Reported procedure: A solution of 35.6 ml of benzylchloroformate in 200 ml of dichloromethane was added dropwise to a mixture of 10 g of (racemic)-3-pyrrolidinol, 48.3 ml of triethylamine and 725 ml of dichloromethane which was cooled to 0° C. The mixture was stirred for 48 hours at room temperature. The dichloromethane solution was extracted with 5% hydrochloric acid and 5% aqueous sodium bicarbonate. The acid and bicarbonate washes were combined, salted with sodium chloride and extracted with 2×750 ml of ethyl ac... Reactants: [N+](=O)([O-])C1=CC=C(S1)C(=O)O (5-nitrothiophene-2-carboxylic acid), CO (MeOH). Product: [N+](=O)([O-])C1=CC=C(S1)C(=O)OC (methyl 5-nitrothiophene-2-carboxylate). Reaction SMILES: [N+:1]([C:4]1[S:8][C:7]([C:9]([OH:11])=[O:10])=[CH:6][CH:5]=1)([O-:3])=[O:2].[CH3:12]O>>[N+:1]([C:4]1[S:8][C:7]([C:9]([O:11][CH3:12])=[O:10])=[CH:6][CH:5]=1)([O-:3])=[O:2]. Procedure details: To a 500 mL round bottomed flask with a stirring bar, was added 5-nitrothiophene-2-carboxylic acid (4.62 g, 26.68 mmol) and MeOH (100 mL). This solution was cooled in an ice bath and dry HCl gas was bubbled through the solution till saturated. The reaction was equipped with a condensor and a drying tube and refluxed overnight. The solvent was then removed in vacuo to a yellow solid, which was then dissolved in EtOAc. This solution was washed with NaHCO3 (sat, aq) (3×), and brine (2×), dried (MgS... Reactants: CO (methanol), C(CCl)Cl (EDC), C(C1=CC=CC=C1)OC=1C=C(C(=O)O)C=C(C1OCC1=CC=CC=C1)OCC1=CC=CC=C1 (3,4,5-tris(benzyloxy)benzoic acid), COC1=CC=C2NC=C(CCN)C2=C1 (5-methoxy tryptamine). Solvent: C(Cl)(Cl)Cl (chloroform). Product: C(C1=CC=CC=C1)OC=1C=C(C(=O)NCCC2=CNC3=CC=C(C=C23)OC)C=C(C1OCC1=CC=CC=C1)OCC1=CC=CC=C1 (3, 4, 5-tris(benzyloxy)-N-(2-(5-methoxy-1H-indol-3-yl)ethyl)benzamide), solid. Yield: 84.0%. As a reaction SMILES: [CH2:1]([O:8][C:9]1[CH:10]=[C:11]([CH:15]=[C:16]([O:26][CH2:27][C:28]2[CH:33]=[CH:32][CH:31]=[CH:30][CH:29]=2)[C:17]=1[O:18][CH2:19][C:20]1[CH:25]=[CH:24][CH:23]=[CH:22][CH:21]=1)[C:12]([OH:14])=O)[C:2]1[CH:7]=[CH:6][CH:5]=[CH:4][CH:3]=1.[CH3:34][O:35][C:36]1[CH:47]=[C:46]2[C:39]([NH:40][CH:41]=[C:42]2[CH2:43][CH2:44][NH2:45])=[CH:38][CH:37]=1.C(Cl)CCl.CO>C(Cl)(Cl)Cl>[CH2:27]([O:26][C:16]1[CH:15]=[C:11]([CH:10]=[C:9]([O:8][CH2:1][C:2]2[CH:3]=[CH:4][CH:5]=[CH:6][CH:7]=2)[C:17]=1[O:18][CH2:19][C:20]1[CH:21]=[CH:22][CH:23]=[CH:24][CH:25]=1)[C:12]([NH:45][CH2:44][CH2:43][C:42]1[C:46]2[C:39](=[CH:38][CH:37]=[C:36]([O:35][CH3:34])[CH:47]=2)[NH:40][CH:41]=1)=[O:14])[C:28]1[CH:29]=[CH:30][CH:31]=[CH:32][CH:33]=1. Procedure: 2g was synthesized by the condensation of 1b (480 mg, 1.09 mmol) and 5-methoxy tryptamine (248 mg, 1.308 mmol) using standard EDC coupling method and was isolated as white solid (565 mg, 84%) by elution with 0.5% methanol in chloroform. Rf: 0.517 (1.6% methanol in chloroform); mp: 125-128° C.;